From a dataset of the Open Reaction Database (ORD), a public repository of structured organic reaction records. describe an organic reaction: reactants, conditions, products, and yield The reactants are C(C)(C)OC(=O)N1C2=C(C(CCC1)N(CC1=CC(=CC(=C1)C(F)(F)F)C(F)(F)F)C(C)=O)C=CC(=C2)F (isopropyl-5-[acetyl-(3,5-bistrifluoromethylbenzyl)amino]-8-fluoro-2,3,4,5-tetrahydrobenzo[b]azepine-1-carboxylate), C(C)(C)OC(=O)N1C2=C(C(CCC1)N(CC1=CC(=CC(=C1)C(F)(F)F)C(F)(F)F)C(C)=O)C=C(C(=C2)C)Br (isopropyl-5-[acetyl-(3,5-bistrifluoromethylbenzyl)amino]-7-bromo-8-methyl-2,3,4,5-tetrahydrobenzo[b]azepine-1-carboxylate). Yields the product C(C)(C)OC(=O)N1C2=C(C(CCC1)N(CC1=CC(=CC(=C1)C(F)(F)F)C(F)(F)F)C(C)=O)C=C(C(=C2)F)Br (Isopropyl-5-[acetyl-(3,5-bistrifluoromethylbenzyl)amino]-7-bromo-8-fluoro-2,3,4,5-tetrahydrobenzo[b]azepine-1-carboxylate). RXN SMILES: [CH:1]([O:4][C:5]([N:7]1[CH2:13][CH2:12][CH2:11][CH:10]([N:14]([C:30](=[O:32])[CH3:31])[CH2:15][C:16]2[CH:21]=[C:20]([C:22]([F:25])([F:24])[F:23])[CH:19]=[C:18]([C:26]([F:29])([F:28])[F:27])[CH:17]=2)[C:9]2[CH:33]=[CH:34][C:35]([F:37])=[CH:36][C:8]1=2)=[O:6])([CH3:3])[CH3:2].C(OC(N1CCCC(N(C(=O)C)CC2C=C(C(F)(F)F)C=C(C(F)(F)F)C=2)C2C=C([Br:75])C(C)=CC1=2)=O)(C)C>>[CH:1]([O:4][C:5]([N:7]1[CH2:13][CH2:12][CH2:11][CH:10]([N:14]([C:30](=[O:32])[CH3:31])[CH2:15][C:16]2[CH:17]=[C:18]([C:26]([F:27])([F:29])[F:28])[CH:19]=[C:20]([C:22]([F:23])([F:25])[F:24])[CH:21]=2)[C:9]2[CH:33]=[C:34]([Br:75])[C:35]([F:37])=[CH:36][C:8]1=2)=[O:6])([CH3:3])[CH3:2]. Reported procedure: This compound was prepared utilizing the same methodology described in Example 56 wherein replacement of isopropyl-5-[acetyl-(3,5-bistrifluoromethylbenzyl)amino]-8-methyl-2,3,4,5-tetrahydrobenzo[b]azepine-1-carboxylate with isopropyl-5-[acetyl-(3,5-bistrifluoromethylbenzyl)amino]-8-fluoro-2,3,4,5-tetrahydrobenzo[b]azepine-1-carboxylate following the procedure of Example 56 for the synthesis of isopropyl-5-[acetyl-(3,5-bistrifluoromethylbenzyl)amino]-7-bromo-8-methyl-2,3,4,5-tetrahydrobenzo[b]aze...